Dataset: the Open Reaction Database (ORD), a public repository of structured organic reaction records. Task: describe an organic reaction: reactants, conditions, products, and yield Starting materials: COC(=O)COC(=S)c1cc(N=C=S)c(F)cc1Cl, Cc1ccccc1, C1CCNNC1. Product: COC(=O)COC(=S)c1cc(NC(=S)N2CCCCN2)c(F)cc1Cl. As a reaction SMILES: [CH3:1][O:2][C:3](=[O:4])[CH2:5][O:6][C:7]([c:8]1[c:9]([Cl:18])[cH:10][c:11]([F:17])[c:12]([N:14]=[C:15]=[S:16])[cH:13]1)=[S:19].[CH3:26][c:27]1[cH:28][cH:29][cH:30][cH:31][cH:32]1.[NH:20]1[NH:21][CH2:22][CH2:23][CH2:24][CH2:25]1>>[CH3:1][O:2][C:3](=[O:4])[CH2:5][O:6][C:7]([c:8]1[c:9]([Cl:18])[cH:10][c:11]([F:17])[c:12]([NH:14][C:15](=[S:16])[N:20]2[NH:21][CH2:22][CH2:23][CH2:24][CH2:25]2)[cH:13]1)=[S:19]. Reaction SMILES: C(OC([N:11]1[CH2:15][CH2:14][CH2:13][C:12]1([C:23](=[O:36])[NH:24][C@@H:25]([C@H:30]([O:32][C:33](=[O:35])[CH3:34])[CH3:31])[C:26]([O:28][CH3:29])=[O:27])[CH2:16][C:17]1[CH:22]=[CH:21][CH:20]=[CH:19][CH:18]=1)=O)C1C=CC=CC=1>C(O)C.[Pd]>[C:33]([O:32][C@H:30]([CH3:31])[C@H:25]([NH:24][C:23]([C:12]1([CH2:16][C:17]2[CH:22]=[CH:21][CH:20]=[CH:19][CH:18]=2)[CH2:13][CH2:14][CH2:15][NH:11]1)=[O:36])[C:26]([O:28][CH3:29])=[O:27])(=[O:35])[CH3:34]. Run in C(C)O (ethanol). Isolated yield 75.3%. Run at time 4 hour. Starting materials: C(C1=CC=CC=C1)OC(=O)N1C(CCC1)(CC1=CC=CC=C1)C(N[C@H](C(=O)OC)[C@@H](C)OC(C)=O)=O (Benzyl-2-((2S,3R)-3-acetoxy-1-methoxy-1-oxobutan-2-ylcarbamoyl)-2-benzylpyrrolidine-1-carboxylate). The reagents and catalysts are [Pd] (Pd/C). Product: C(C)(=O)O[C@@H]([C@@H](C(=O)OC)NC(=O)C1(NCCC1)CC1=CC=CC=C1)C ((2S,3R)-methyl 3-acetoxy-2-(2-benzylpyrrolidine-2-carboxamido)-butanoate). Reported procedure: To a stirring solution of compound 5 (4 g, 8.06 mmol) in ethanol (50 mL) was added 10% Pd/C (1.2 g) and the reaction mixture was stirred under H2 atmosphere (balloon pressure) for 4 h. It was filtered through celite pad and the filtrate was concentrated under reduced pressure to yield compound 6 (2.2 g, 75%). Starting materials: O=C([O-])O, CO, [Na+], O=C(O)CCc1ccc(O)cc1, O=S(=O)(O)O. The product is COC(=O)CCc1ccc(O)cc1. Reaction SMILES: [C:18](=[O:19])([O-:20])[OH:21].[CH3:23][OH:24].[Na+:22].[OH:1][C:2](=[O:3])[CH2:4][CH2:5][c:6]1[cH:7][cH:8][c:9]([OH:10])[cH:11][cH:12]1.[S:13](=[O:14])(=[O:15])([OH:16])[OH:17]>>[O:1]([C:2](=[O:3])[CH2:4][CH2:5][c:6]1[cH:7][cH:8][c:9]([OH:10])[cH:11][cH:12]1)[CH3:18]. The reactants are N(=[N+]=[N-])C=1C=C(C=C(C1)Cl)NC(OC(C)(C)C)=O (3-azido-5-chlorophenylcarbamic acid, 1,1-dimethylethyl ester), FC(C(=O)O)(F)F (trifluoroacetic acid). The solvent is ClCCl (dichloromethane). Conditions: time 15 minute. Yields the product N(=[N+]=[N-])C=1C=C(N)C=C(C1)Cl (3-azido-5-chloroaniline). RXN SMILES: [N:1]([C:4]1[CH:5]=[C:6]([NH:11]C(=O)OC(C)(C)C)[CH:7]=[C:8]([Cl:10])[CH:9]=1)=[N+:2]=[N-:3].FC(F)(F)C(O)=O>ClCCl>[N:1]([C:4]1[CH:5]=[C:6]([CH:7]=[C:8]([Cl:10])[CH:9]=1)[NH2:11])=[N+:2]=[N-:3]. Procedure details: Step A-4. To a stirred solution of 3-azido-5-chlorophenylcarbamic acid, 1,1-dimethylethyl ester, (A-3, 1.26 g, 4.67 mmol) in 11 mL of dichloromethane is added 11 mL of trifluoroacetic acid. The reaction mixture is stirred at 20°-25° C. for 15 minutes and then concentrated. The residue is diluted with dichloromethane (250 mL) and washed with saturated aqueous NaHCO3 (1×75 mL). The organics are dried (MgSO4), filtered and concentrated. The organic residue is purified by flash chromatography using ... Reactants: [BH3-]C#N.[Na+] (NaCNBH3), NC1=NNC2=NC=NC(=C21)NC2=CC(=CC=C2)Cl (3-amino-4-(3-chloro-phenylamino)-1H-pyrazolo[3,4-d]pyrimidine), C(C)(=O)O (acetic acid), OC1=C(C=C(C=O)C=C1OC)OC (4-hydroxy-3,5-dimethoxy-benzaldehyde). Solvent: CO (methanol), CN1CCN(C1=O)C (DMEU). Yields the product ClC=1C=C(C=CC1)NC1=C2C(=NC=N1)NN=C2NCC2=CC(=C(C(=C2)OC)O)OC (4-(3-Chloro-phenylamino)-3-(4-hydroxy-3,5-dimethoxy-benzylamino)-1H-pyrazolo[3,4-d]pyrimidine). RXN SMILES: [NH2:1][C:2]1[C:10]2[C:5](=[N:6][CH:7]=[N:8][C:9]=2[NH:11][C:12]2[CH:17]=[CH:16][CH:15]=[C:14]([Cl:18])[CH:13]=2)[NH:4][N:3]=1.C(O)(=O)C.[OH:23][C:24]1[C:31]([O:32][CH3:33])=[CH:30][C:27]([CH:28]=O)=[CH:26][C:25]=1[O:34][CH3:35].[BH3-]C#N.[Na+]>CO.CN1C(=O)N(C)CC1>[Cl:18][C:14]1[CH:13]=[C:12]([NH:11][C:9]2[N:8]=[CH:7][N:6]=[C:5]3[NH:4][N:3]=[C:2]([NH:1][CH2:28][C:27]4[CH:26]=[C:25]([O:34][CH3:35])[C:24]([OH:23])=[C:31]([O:32][CH3:33])[CH:30]=4)[C:10]=23)[CH:17]=[CH:16][CH:15]=1 |f:3.4|. Procedure: Analogously to Example 21, 1.00 mmol of 3-amino-4-(3-chloro-phenylamino)-1H-pyrazolo[3,4-d]pyrimidine in 26 ml of methanol, 13 ml of DMEU and 3.0 mmol of acetic acid are first reacted with 4-hydroxy-3,5-dimethoxy-benzaldehyde and then reduced with 7.00 mmol of NaCNBH3 (5-7 days). 4-(3-Chloro-phenylamino)-3-(4-hydroxy-3,5-dimethoxy-benzylamino)-1H-pyrazolo[3,4-d]pyrimidine is obtained; HPLC: TRet (Grad5-40)=17.0. Yields the product C1(=CC=CC=C1)NC(C#CC1=CC=CC=C1)=O (N-phenyl-3-phenylpropiolamide). As a reaction SMILES: [NH2:1][C:2]1[CH:7]=[CH:6][CH:5]=[CH:4][CH:3]=1.[C:8]1([C:14]#[C:15][C:16](O)=[O:17])[CH:13]=[CH:12][CH:11]=[CH:10][CH:9]=1>>[C:2]1([NH:1][C:16](=[O:17])[C:15]#[C:14][C:8]2[CH:13]=[CH:12][CH:11]=[CH:10][CH:9]=2)[CH:7]=[CH:6][CH:5]=[CH:4][CH:3]=1. Reactants: NC1=CC=CC=C1 (aniline), C1(=CC=CC=C1)C#CC(=O)O (phenylpropiolic acid). Reported procedure: According to preparation 15, aniline (0.700 g, 7.5 mmol) was coupled to phenylpropiolic acid (1.0 g, 6.8 mmol) to provide 1.2 g (73%) of product. NMR. Isolated yield 79.8%.